From a dataset of the Open Reaction Database (ORD), a public repository of structured organic reaction records. describe an organic reaction: reactants, conditions, products, and yield Reactants: ClC1=C(C(=CC=C1)Cl)N1C(N(C2=NC(=NC=C2C1)S(=O)(=O)C)C1=CC=CC=C1)=O (3-(2,6-dichlorophenyl)-7-methanesulfonyl-1-phenyl-3,4-dihydro-1H-pyrimido[4,5-d]pyrimidin-2-one), NC1=CC=NC=C1 (4-aminopyridine). The solvent is ClCCl (dichloromethane). Yields the product ClC1=C(C(=CC=C1)Cl)N1C(N(C2=NC(=NC=C2C1)NC1=CC=NC=C1)C1=CC=CC=C1)=O (3-(2,6-dichlorophenyl)-3,4-dihydro-1-phenyl-7-[(4-pyridyl)amino]pyrimido[4,5-d]pyrimidin-2(1H)-one). Isolated yield 15.7%. As a reaction SMILES: [Cl:1][C:2]1[CH:7]=[CH:6][CH:5]=[C:4]([Cl:8])[C:3]=1[N:9]1[CH2:18][C:17]2[C:12](=[N:13][C:14](S(C)(=O)=O)=[N:15][CH:16]=2)[N:11]([C:23]2[CH:28]=[CH:27][CH:26]=[CH:25][CH:24]=2)[C:10]1=[O:29].[NH2:30][C:31]1[CH:36]=[CH:35][N:34]=[CH:33][CH:32]=1>ClCCl>[Cl:1][C:2]1[CH:7]=[CH:6][CH:5]=[C:4]([Cl:8])[C:3]=1[N:9]1[CH2:18][C:17]2[C:12](=[N:13][C:14]([NH:30][C:31]3[CH:36]=[CH:35][N:34]=[CH:33][CH:32]=3)=[N:15][CH:16]=2)[N:11]([C:23]2[CH:28]=[CH:27][CH:26]=[CH:25][CH:24]=2)[C:10]1=[O:29]. Procedure details: A solution of 100 mg (0.22 mmol) of 3-(2,6-dichlorophenyl)-7-methanesulfonyl-1-phenyl-3,4-dihydro-1H-pyrimido[4,5-d]pyrimidin-2-one and 200 mg (2.12 mmol) of 4-aminopyridine in 2 ml of dichloromethane was stirred at room temperature overnight. The mixture was evaporated and the residue was purified by flash column chromatography on silica gel using 10% methanol/dichloromethane for the elution. Product containing fractions were combined and evaporated to give 16 mg (15%) of 3-(2,6-dichlorophenyl)... Starting materials: O=C(OCc1ccccc1)C1CCN(C(=O)CCc2ccccc2)CC1, CO, [H][H]. Product: O=C(O)C1CCN(C(=O)CCc2ccccc2)CC1. RXN SMILES: [CH2:1]([c:2]1[cH:3][cH:4][cH:5][cH:6][cH:7]1)[O:8][C:9](=[O:10])[CH:11]1[CH2:12][CH2:13][N:14]([C:17]([CH2:18][CH2:19][c:20]2[cH:21][cH:22][cH:23][cH:24][cH:25]2)=[O:26])[CH2:15][CH2:16]1.[CH3:29][OH:30].[H:27][H:28]>>[O:8]=[C:9]([OH:10])[CH:11]1[CH2:12][CH2:13][N:14]([C:17]([CH2:18][CH2:19][c:20]2[cH:21][cH:22][cH:23][cH:24][cH:25]2)=[O:26])[CH2:15][CH2:16]1.